Dataset: the Open Reaction Database (ORD), a public repository of structured organic reaction records. Task: describe an organic reaction: reactants, conditions, products, and yield The reactants are CI, Cc1ccccc1N1C(=O)NCC12CCN(C(=O)c1cc(C(F)(F)F)cc(C(F)(F)F)c1)CC2. Yields the product Cc1ccccc1N1C(=O)N(C)CC12CCN(C(=O)c1cc(C(F)(F)F)cc(C(F)(F)F)c1)CC2. Reaction SMILES: [CH3:35][I:36].[F:1][C:2]([c:3]1[cH:4][c:5]([C:6](=[O:7])[N:8]2[CH2:9][CH2:10][C:11]3([CH2:12][NH:13][C:14](=[O:23])[N:15]3[c:16]3[c:17]([CH3:22])[cH:18][cH:19][cH:20][cH:21]3)[CH2:24][CH2:25]2)[cH:26][c:27]([C:29]([F:30])([F:31])[F:32])[cH:28]1)([F:33])[F:34]>>[F:1][C:2]([c:3]1[cH:4][c:5]([C:6](=[O:7])[N:8]2[CH2:9][CH2:10][C:11]3([CH2:12][N:13]([CH3:35])[C:14](=[O:23])[N:15]3[c:16]3[c:17]([CH3:22])[cH:18][cH:19][cH:20][cH:21]3)[CH2:24][CH2:25]2)[cH:26][c:27]([C:29]([F:30])([F:31])[F:32])[cH:28]1)([F:33])[F:34].